From a dataset of the Open Reaction Database (ORD), a public repository of structured organic reaction records. describe an organic reaction: reactants, conditions, products, and yield The reactants are C(C)C1CCNC=2C=C3C(=CC12)N(C(C=C3OC)=O)C (9-ethyl-4-methoxy-1-methyl-6,7,8,9-tetrahydropyrido-[2,3-g]quinol-2-one), CN(C=O)C (dimethylformamide), P(=O)(Cl)(Cl)Cl (phosphorus oxychloride), CN(C=O)C (dimethylformamide), ice, O (water). Reaction conditions: temperature 50 celsius, time 1 hour. Product: ClC1=C(C(N(C2=CC=3C(CCNC3C=C21)CC)C)=O)C=O (4-Chloro-9-ethyl-1-methyl-6,7,8,9-tetrahydropyrido-[2,3-g]quinol-2-one-3-carbaldehyde). RXN SMILES: P(Cl)(Cl)([Cl:3])=O.[CH2:6]([CH:8]1[C:17]2[CH:16]=[C:15]3[N:18]([CH3:25])[C:19](=[O:24])[CH:20]=[C:21](OC)[C:14]3=[CH:13][C:12]=2[NH:11][CH2:10][CH2:9]1)[CH3:7].O.CN(C)[CH:29]=[O:30]>>[Cl:3][C:21]1[C:14]2[C:15](=[CH:16][C:17]3[CH:8]([CH2:6][CH3:7])[CH2:9][CH2:10][NH:11][C:12]=3[CH:13]=2)[N:18]([CH3:25])[C:19](=[O:24])[C:20]=1[CH:29]=[O:30]. Reported procedure: 0.4 g of phosphorus oxychloride is added dropwise at 50-55° C. to 3 ml of dimethylformamide. The solution is stirred for a further 1 h at 50° C. 0.5 g (1.8 mmol) of 9-ethyl-4-methoxy-1-methyl-6,7,8,9-tetrahydropyrido-[2,3-g]quinol-2-one dissolved in 6 ml of dimethylformamide is then added at the same temperature with stirring. The mixture is stirred at 80-90° C. for a further 5 h. The intensively yellow-colored solution is discharged onto 50 ml of water and 10 g of ice and stirred at room temper... Reactants: CC(C)(C)OC(=O)CC#N, C1CCNCC1, CCO, O, O=Cc1ccc(O)c(O)c1. The product is CC(C)(C)OC(=O)C(C#N)=Cc1ccc(O)c(O)c1. As a reaction SMILES: [C:11](#[N:12])[CH2:13][C:14](=[O:15])[O:16][C:17]([CH3:18])([CH3:19])[CH3:20].[CH2:21]1[CH2:22][CH2:23][NH:24][CH2:25][CH2:26]1.[CH3:28][CH2:29][OH:30].[OH2:27].[OH:1][c:2]1[cH:3][c:4]([CH:5]=[O:6])[cH:7][cH:8][c:9]1[OH:10]>>[OH:1][c:2]1[cH:3][c:4]([CH:5]=[C:13]([C:11]#[N:12])[C:14](=[O:15])[O:16][C:17]([CH3:18])([CH3:19])[CH3:20])[cH:7][cH:8][c:9]1[OH:10]. Reactants: [Ca+2], [H][H], O=CC(O)C(O)C(O)C(O)CO, [OH-], [OH-], O. The product is OCC(O)C(O)C(O)C(O)CO. Reaction SMILES: [Ca+2:15].[H:17][H:18].[O:2]=[CH:3][CH:4]([OH:5])[CH:6]([OH:7])[CH:8]([OH:9])[CH:10]([OH:11])[CH2:12][OH:13].[OH-:14].[OH-:16].[OH2:1]>>[OH:2][CH2:3][CH:4]([OH:5])[CH:6]([OH:7])[CH:8]([OH:9])[CH:10]([OH:11])[CH2:12][OH:13]. Reactants: ClC1=C(C=C(C=C1)C1C(CN(CCO1)C(=O)OC(C)(C)C)CO)F (tert-butyl (6RS,7SR)-7-(4-chloro-3-fluorophenyl)-6-(hydroxymethyl)-1,4-oxazepane-4-carboxylate), Cl.C(C)O (hydrogen chloride ethanol), Cl.C(C)O (hydrogen chloride ethanol). Reaction conditions: time 1 hour. The product is Cl.ClC1=C(C=C(C=C1)C1C(CNCCO1)CO)F ([(6RS,7SR)-7-(4-chloro-3-fluorophenyl)-1,4-oxazepan-6-yl]methanol monohydrochloride). Isolated yield 154.9%. Reaction SMILES: [Cl:1][C:2]1[CH:7]=[CH:6][C:5]([CH:8]2[O:14][CH2:13][CH2:12][N:11](C(OC(C)(C)C)=O)[CH2:10][CH:9]2[CH2:22][OH:23])=[CH:4][C:3]=1[F:24].Cl.C(O)C>>[ClH:1].[Cl:1][C:2]1[CH:7]=[CH:6][C:5]([CH:8]2[O:14][CH2:13][CH2:12][NH:11][CH2:10][CH:9]2[CH2:22][OH:23])=[CH:4][C:3]=1[F:24] |f:1.2,3.4|. Procedure details: To tert-butyl (6RS,7SR)-7-(4-chloro-3-fluorophenyl)-6-(hydroxymethyl)-1,4-oxazepane-4-carboxylate (229 mg) was added 2 N hydrogen chloride-ethanol solution (1.02 ml), and the mixture was stirred at room temperature for 1 hr. Further, 14.7 N hydrogen chloride-ethanol solution (2 mL) was added, and the mixture was stirred for 10 min. The oil obtained by concentration under reduced pressure was crystallized from diisopropyl ether-ethanol to give the title compound (146 mg). The reactants are Cl (hydrochloric acid), C1(=CC=C(C=C1)S(=O)(=O)OCC=CC(F)(F)F)C (4,4,4-trifluoro-2-butenyl p-toluenesulfonate), FC(CCS(=O)(=O)CC(=O)OC)(F)F (methyl (3,3,3-trifluoropropylsulfonyl)acetate), C([O-])([O-])=O.[K+].[K+] (potassium carbonate). Solvent: CS(=O)C (dimethyl sulfoxide). Conditions: time 16 hour. Product: FC(C=CCC(C(=O)OC)S(=O)(=O)CCC(F)(F)F)(F)F (methyl 6,6,6-trifluoro-2-(3,3,3-trifluoropropylsulfonyl)-4-hexenoate). Yield: 47.9%. RXN SMILES: C1(C)C=CC(S(O[CH2:11][CH:12]=[CH:13][C:14]([F:17])([F:16])[F:15])(=O)=O)=CC=1.[F:19][C:20]([F:32])([F:31])[CH2:21][CH2:22][S:23]([CH2:26][C:27]([O:29][CH3:30])=[O:28])(=[O:25])=[O:24].C(=O)([O-])[O-].[K+].[K+].Cl>CS(C)=O>[F:15][C:14]([F:17])([F:16])[CH:13]=[CH:12][CH2:11][CH:26]([S:23]([CH2:22][CH2:21][C:20]([F:19])([F:31])[F:32])(=[O:24])=[O:25])[C:27]([O:29][CH3:30])=[O:28] |f:2.3.4|. Procedure details: To a solution of 2.4 g of 4,4,4-trifluoro-2-butenyl p-toluenesulfonate and 2.0 g of methyl (3,3,3-trifluoropropylsulfonyl)acetate in 50 ml of dimethyl sulfoxide, 1.2 g of potassium carbonate was added at room temperature and stirred at the same temperature for 16 hours. To the reaction mixture, 10% hydrochloric acid was added, followed by extraction with ethyl acetate. The organic layer was washed with a saturated sodium chloride aqueous solution, dried over anhydrous magnesium sulfate, and then... The reactants are COc1ccc(CC(CCCC(C#N)(c2ccc(OC)c(OC)c2)C(C)C)[N+](=O)[O-])cc1OC, CO. Yields the product COc1ccc(CC(N)CCCC(C#N)(c2ccc(OC)c(OC)c2)C(C)C)cc1OC. RXN SMILES: [CH3:1][O:2][c:3]1[cH:4][c:5]([CH2:11][CH:12]([CH2:13][CH2:14][CH2:15][C:16]([c:17]2[cH:18][c:19]([O:25][CH3:26])[c:20]([O:23][CH3:24])[cH:21][cH:22]2)([CH:27]([CH3:28])[CH3:29])[C:30]#[N:31])[N+:32]([O-:33])=[O:34])[cH:6][cH:7][c:8]1[O:9][CH3:10].[CH3:35][OH:36]>>[CH3:1][O:2][c:3]1[cH:4][c:5]([CH2:11][CH:12]([CH2:13][CH2:14][CH2:15][C:16]([c:17]2[cH:18][c:19]([O:25][CH3:26])[c:20]([O:23][CH3:24])[cH:21][cH:22]2)([CH:27]([CH3:28])[CH3:29])[C:30]#[N:31])[NH2:32])[cH:6][cH:7][c:8]1[O:9][CH3:10].